Task: describe an organic reaction: reactants, conditions, products, and yield. Dataset: the Open Reaction Database (ORD), a public repository of structured organic reaction records Reactants: COC(=O)C1NCCSC1(C)C, CN1CCOCC1, CO, CCOC(C)=O, ClC(Cl)Cl, O=S(=O)(Cl)c1ccc(O)cc1. Yields the product COC(=O)C1N(S(=O)(=O)c2ccc(O)cc2)CCSC1(C)C. As a reaction SMILES: [CH3:12][C:13]1([CH3:23])[S:14][CH2:15][CH2:16][NH:17][CH:18]1[C:19](=[O:20])[O:21][CH3:22].[CH3:24][N:25]1[CH2:26][CH2:27][O:28][CH2:29][CH2:30]1.[CH3:31][OH:32].[CH3:37][CH2:38][O:39][C:40](=[O:41])[CH3:42].[CH:33]([Cl:34])([Cl:35])[Cl:36].[OH:1][c:2]1[cH:3][cH:4][c:5]([S:8](=[O:9])(=[O:10])[Cl:11])[cH:6][cH:7]1>>[OH:1][c:2]1[cH:3][cH:4][c:5]([S:8](=[O:9])(=[O:10])[N:17]2[CH2:16][CH2:15][S:14][C:13]([CH3:12])([CH3:23])[CH:18]2[C:19](=[O:20])[O:21][CH3:22])[cH:6][cH:7]1. The reactants are CO, CCOC(C)=O, COc1cc(C=O)ccc1OCc1ccc(Cl)cc1, [K+], [OH-], O, c1cnc2[nH]ccc2c1. Yields the product COc1cc(C(OC)c2c[nH]c3ncccc23)ccc1OCc1ccc(Cl)cc1. Reaction SMILES: [CH3:29][OH:30].[CH3:33][CH2:34][O:35][C:36](=[O:37])[CH3:38].[Cl:10][c:11]1[cH:12][cH:13][c:14]([CH2:15][O:16][c:17]2[c:18]([O:25][CH3:26])[cH:19][c:20]([CH:21]=[O:22])[cH:23][cH:24]2)[cH:27][cH:28]1.[K+:32].[OH-:31].[OH2:39].[nH:1]1[cH:2][cH:3][c:4]2[cH:5][cH:6][cH:7][n:8][c:9]12>>[nH:1]1[cH:2][c:3]([CH:21]([c:20]2[cH:19][c:18]([O:25][CH3:26])[c:17]([O:16][CH2:15][c:14]3[cH:13][cH:12][c:11]([Cl:10])[cH:28][cH:27]3)[cH:24][cH:23]2)[O:22][CH3:29])[c:4]2[cH:5][cH:6][cH:7][n:8][c:9]12.